The task is: describe an organic reaction: reactants, conditions, products, and yield. This data is from the Open Reaction Database (ORD), a public repository of structured organic reaction records. Reactants: [O-]S(=O)S(=O)[O-].[Na+].[Na+] (Na2S2O4), CO, CO (methanol), C[O-].[Na+] (sodium methylate), [C]=O (Carbon monoxide), C(C1=CC=CC=C1)Cl (benzyl chloride). The reagents and catalysts are [Mn] (manganese). The solvent is O (H2O). Reaction conditions: temperature 35 celsius, time 30 minute. The product is COC(CC1=CC=CC=C1)=O (phenylacetic acid methyl ester). Isolated yield 85.4%. Reaction SMILES: [O-]S(S([O-])=O)=O.[Na+].[Na+].[CH2:9](Cl)[C:10]1[CH:15]=[CH:14][CH:13]=[CH:12][CH:11]=1.[CH3:17][O-:18].[Na+].[C]=O.[CH3:22][OH:23]>[Mn].O>[CH3:17][O:18][C:22](=[O:23])[CH2:9][C:10]1[CH:15]=[CH:14][CH:13]=[CH:12][CH:11]=1 |f:0.1.2,4.5,^3:19|. Procedure: 6 H2O, 2 g manganese powder (150 u) and 1 g Na2S2O4 were added to 100 ml of methanol in a CO atmosphere. Then CO was passed through the mixture with stirring (500 rpm) at 35°C for 30 minutes with an overpressure of 600 mm Hg. At 55°C, 190 g of benzyl chloride was added to the reaction mixture. Then, over a period of 3 hours with the steady passage of CO, 355 g of 24 wt-% sodium methylate solution was fed in with a stirring speed of 500 to 750 rpm. Carbon monoxide was introduced for another 21/2 ... Reaction SMILES: [CH2:1]([CH3:2])[O:3][C:4]([CH:5]([C:6](=[O:7])[O:8][CH2:9][CH3:10])[CH2:11][CH:12]([CH3:13])[CH3:14])=[O:15].[CH3:18][CH2:19][OH:20].[K+:17].[OH-:16]>>[CH2:1]([CH3:2])[O:3][C:4]([CH:5]([C:6](=[O:7])[OH:8])[CH2:11][CH:12]([CH3:13])[CH3:14])=[O:15]. Starting materials: CCOC(=O)C(CC(C)C)C(=O)OCC, CCO, [K+], [OH-]. Yields the product CCOC(=O)C(CC(C)C)C(=O)O. Reactants: CC#N, Cl[Cu]Cl, Cl, O=C(O)C(F)(F)F, CC(C)(C)ON=O, N#Cc1ccc(-c2cc(N)cc(CO)c2)cc1. Yields the product N#Cc1ccc(-c2cc(Cl)cc(CO)c2)cc1. RXN SMILES: [CH3:33][C:34]#[N:35].[Cl:36][Cu:37][Cl:38].[ClH:25].[F:26][C:27]([F:28])([F:29])[C:30]([OH:31])=[O:32].[N:18]([O:19][C:20]([CH3:21])([CH3:22])[CH3:23])=[O:24].[NH2:1][c:2]1[cH:3][c:4](-[c:10]2[cH:11][cH:12][c:13]([C:16]#[N:17])[cH:14][cH:15]2)[cH:5][c:6]([CH2:8][OH:9])[cH:7]1>>[c:2]1([Cl:25])[cH:3][c:4](-[c:10]2[cH:11][cH:12][c:13]([C:16]#[N:17])[cH:14][cH:15]2)[cH:5][c:6]([CH2:8][OH:9])[cH:7]1. Reactants: C(C)(C)(C)OC(NCC1=NC=C(C2=CC(=C(C=C12)OC)OC)CC(N(CCC1=NC=CC=C1)C)=O)=O ((6,7-dimethoxy-4-{[methyl-(2-pyridin-2-yl-ethyl)-carbamoyl]-methyl}-isoquinolin-1-ylmethyl)-carbamic acid tert-butyl ester), Cl (HCl). The solvent is CCOC(=O)C (EtOAc). Product: Cl.NCC1=NC=C(C2=CC(=C(C=C12)OC)OC)CC(=O)N(CCC1=NC=CC=C1)C (2-(1-aminomethyl-6,7-dimethoxy-isoquinolin-4-yl)-N-methyl-N-(2-pyridin-2-yl-ethyl)-acetamide hydrochloride). Yield: 100.0%. As a reaction SMILES: C(OC(=O)[NH:7][CH2:8][C:9]1[C:18]2[C:13](=[CH:14][C:15]([O:21][CH3:22])=[C:16]([O:19][CH3:20])[CH:17]=2)[C:12]([CH2:23][C:24](=[O:35])[N:25]([CH3:34])[CH2:26][CH2:27][C:28]2[CH:33]=[CH:32][CH:31]=[CH:30][N:29]=2)=[CH:11][N:10]=1)(C)(C)C.[ClH:37]>CCOC(C)=O>[ClH:37].[NH2:7][CH2:8][C:9]1[C:18]2[C:13](=[CH:14][C:15]([O:21][CH3:22])=[C:16]([O:19][CH3:20])[CH:17]=2)[C:12]([CH2:23][C:24]([N:25]([CH3:34])[CH2:26][CH2:27][C:28]2[CH:33]=[CH:32][CH:31]=[CH:30][N:29]=2)=[O:35])=[CH:11][N:10]=1 |f:3.4|. Reported procedure: As described in Example 1, 78 mg of (6,7-dimethoxy-4-{[methyl-(2-pyridin-2-yl-ethyl)-carbamoyl]-methyl}-isoquinolin-1-ylmethyl)-carbamic acid tert-butyl ester was treated with HCl in EtOAc to give 86 mg (>100%) of 2-(1-aminomethyl-6,7-dimethoxy-isoquinolin-4-yl)-N-methyl-N-(2-pyridin-2-yl-ethyl)-acetamide hydrochloride. MS: APCI (M+H) calc'd for C22H26N4O3+H 395.5; found 395.1. Reactants: CC(=O)O[BH-](OC(C)=O)OC(C)=O, CC(=O)O, CCCC=O, ClC(Cl)Cl, ClCCCl, [Na+], [Na+], [OH-], O=S(=O)(c1cccc2ccccc12)c1n[nH]c2ccc(OC3CCNC3)cc12. The product is CCCCN1CCC(Oc2ccc3[nH]nc(S(=O)(=O)c4cccc5ccccc45)c3c2)C1. RXN SMILES: [C:38]([O:39][BH-:40]([O:41][C:42](=[O:43])[CH3:44])[O:45][C:46](=[O:47])[CH3:48])(=[O:49])[CH3:50].[CH3:34][C:35](=[O:36])[OH:37].[CH:29]([CH2:30][CH2:31][CH3:32])=[O:33].[CH:58]([Cl:59])([Cl:60])[Cl:61].[Cl:54][CH2:55][CH2:56][Cl:57].[Na+:51].[Na+:53].[OH-:52].[c:1]1([S:11](=[O:12])(=[O:13])[c:14]2[n:15][nH:16][c:17]3[cH:18][cH:19][c:20]([O:23][CH:24]4[CH2:25][NH:26][CH2:27][CH2:28]4)[cH:21][c:22]23)[cH:2][cH:3][cH:4][c:5]2[cH:6][cH:7][cH:8][cH:9][c:10]12>>[c:1]1([S:11](=[O:12])(=[O:13])[c:14]2[n:15][nH:16][c:17]3[cH:18][cH:19][c:20]([O:23][CH:24]4[CH2:25][N:26]([CH2:29][CH2:30][CH2:31][CH3:32])[CH2:27][CH2:28]4)[cH:21][c:22]23)[cH:2][cH:3][cH:4][c:5]2[cH:6][cH:7][cH:8][cH:9][c:10]12. Starting materials: C(=O)([O-])[O-].[K+].[K+].CC(=O)C (K2CO3 acetone), BrCC(=O)OC (methyl bromoacetate), C1(=CC=CC=C1)O (phenol), OC1=CC=C(CO)C=C1 (4-hydroxybenzyl alcohol). Product: OCC1=CC=C(OCC(=O)OC)C=C1 (methyl 2-(4-hydroxymethylphenoxy)acetate). Yield: 47.4%. RXN SMILES: C([O-])([O-])=O.[K+].[K+].CC(C)=O.C1(O)C=CC=CC=1.[OH:18][C:19]1[CH:26]=[CH:25][C:22]([CH2:23][OH:24])=[CH:21][CH:20]=1.Br[CH2:28][C:29]([O:31][CH3:32])=[O:30]>>[OH:24][CH2:23][C:22]1[CH:25]=[CH:26][C:19]([O:18][CH2:28][C:29]([O:31][CH3:32])=[O:30])=[CH:20][CH:21]=1 |f:0.1.2.3|. Reported procedure: Using the K2CO3 /acetone conditions for phenol alkylation described in Step A of Example 30, 8.00 g (64.5 mmol) of 4-hydroxybenzyl alcohol was alkylated with 11.84 g (77.4 mmol) of methyl bromoacetate to afford 6.00 g (48%) of the title compound. The reactants are Cl[O-].[Na+] (sodium hypochlorite), C(C1=CC=CC=C1)OC=1C=C(C=C(C1)Br)\C=N\O ((E)-1-(3-(benzyloxy)-5-bromophenyl)-N-hydroxymethanimine), C=C(C(=O)OC(C)(C)C)CC(=O)OC(C)(C)C (di-tert-butyl 2-methylenesuccinate). The solvent is C1CCOC1 (THF), C(C)(=O)OCC (ethyl acetate), O (water). Run at time 3 day. Product: C(C1=CC=CC=C1)OC=1C=C(C=C(C1)Br)C1=NOC(C1)(C(=O)OC(C)(C)C)CC(=O)OC(C)(C)C (tert-Butyl 3-(3-(benzyloxy)-5-bromophenyl)-5-(2-tert-butoxy-2-oxoethyl)-4,5-dihydro-1,2-oxazole-5-carboxylate). Isolated yield 63.2%. As a reaction SMILES: Cl[O-].[Na+].[CH2:4]([O:11][C:12]1[CH:13]=[C:14](/[CH:19]=[N:20]/[OH:21])[CH:15]=[C:16]([Br:18])[CH:17]=1)[C:5]1[CH:10]=[CH:9][CH:8]=[CH:7][CH:6]=1.[CH2:22]=[C:23]([CH2:31][C:32]([O:34][C:35]([CH3:38])([CH3:37])[CH3:36])=[O:33])[C:24]([O:26][C:27]([CH3:30])([CH3:29])[CH3:28])=[O:25]>C1COCC1.C(OCC)(=O)C.O>[CH2:4]([O:11][C:12]1[CH:13]=[C:14]([C:19]2[CH2:22][C:23]([CH2:31][C:32]([O:34][C:35]([CH3:36])([CH3:38])[CH3:37])=[O:33])([C:24]([O:26][C:27]([CH3:30])([CH3:28])[CH3:29])=[O:25])[O:21][N:20]=2)[CH:15]=[C:16]([Br:18])[CH:17]=1)[C:5]1[CH:6]=[CH:7][CH:8]=[CH:9][CH:10]=1 |f:0.1|. Procedure: An aqueous sodium hypochlorite solution (5%, 7.92 g) was added dropwise to a solution of (E)-1-(3-(benzyloxy)-5-bromophenyl)-N-hydroxymethanimine (1.48 g) and di-tert-butyl 2-methylenesuccinate (1.171 g) in THF (15 mL) at 0 C, and the obtained mixture was stirred at 0 C for 2 hours and subsequently at room temperature for 3 days. The reaction mixture was diluted with ethyl acetate, and water was added thereto. The organic layer was washed with brine and dried over anhydrous magnesium sulfate, an...